From a dataset of the Open Reaction Database (ORD), a public repository of structured organic reaction records. describe an organic reaction: reactants, conditions, products, and yield The reactants are O (Water), ClC1=C(SC2=C1C=CC=C2)CO ((3-chloro-1-benzothiophen-2-yl)methanol), P(Br)(Br)Br (phosphorus tribromide). Run in C(C)OCC (diethyl ether), C(C)OCC (diethyl ether). Reaction conditions: time 3 hour. Product: BrCC=1SC2=C(C1Cl)C=CC=C2 (2-(bromomethyl)-3-chloro-1-benzothiophene), solid. Isolated yield 85.0%. Reaction SMILES: [Cl:1][C:2]1[C:6]2[CH:7]=[CH:8][CH:9]=[CH:10][C:5]=2[S:4][C:3]=1[CH2:11]O.P(Br)(Br)[Br:14].O>C(OCC)C>[Br:14][CH2:11][C:3]1[S:4][C:5]2[CH:10]=[CH:9][CH:8]=[CH:7][C:6]=2[C:2]=1[Cl:1]. Procedure: To a solution of (3-chloro-1-benzothiophen-2-yl)methanol (480 mg, 2.4 mmol) in anhydrous diethyl ether (8 mL) was added dropwise a solution of phosphorus tribromide (230 μL, 2.4 mmol) in anhydrous diethyl ether (2 mL) at 0° C. The mixture was stirred for 3 hours at room temperature. Water was added and extracted 3 times with ethyl acetate. The combined organic phase was washed with brine and dried over magnesium sulfate. After evaporation of the solvent, 2-(bromomethyl)-3-chloro-1-benzothiophene... The reactants are ClCCl (Dichloromethane), C(C)OC(CSC1=CC2=CC(=C(C=C2C=C1OC)SCC(OCC)OCC)OC)OCC (2,6-bis-(2,2-diethoxy-ethylsulfanyl)-3,7-dimethoxy-naphthalene), polyphorphoric acid, ClC1=CC=CC=C1 (chlorobenzene). Solvent: CO (Methanol). Conditions: temperature 140 celsius. Yields the product COC=1C2=C(C=3C=C(C4=C(C3C1)C=CS4)OC)C=CS2 (5,10-dimethoxy-1,6-dithia-dicyclopenta[a,f]naphthalene). Isolated yield 64.6%. RXN SMILES: C(O[CH:4](OCC)[CH2:5][S:6][C:7]1[C:16]([O:17][CH3:18])=[CH:15][C:14]2[C:9](=[CH:10][C:11]([O:28][CH3:29])=[C:12]([S:19][CH2:20][CH:21](OCC)OCC)[CH:13]=2)[CH:8]=1)C.ClC1C=CC=CC=1.ClCCl>CO>[CH3:29][O:28][C:11]1[C:12]2[S:19][CH:20]=[CH:21][C:13]=2[C:14]2[CH:15]=[C:16]([O:17][CH3:18])[C:7]3[S:6][CH:5]=[CH:4][C:8]=3[C:9]=2[CH:10]=1. Procedure details: Compound 6 (5.0 g, 10.3 mmol) and 6.8 g of 84% polyphorphoric acid were added into a 250 mL 3-neck flask equipped with a condenser. The system was flashed with argon for 15 minutes before 50 mL of anhydrous chlorobenzene was added. The mixture was heated at 140° C. for 40 hours before it was cooled down to room temperature. Dichloromethane (100 mL) was added. The organic mixture was washed with saturated NaHCO3 before the solvent was removed under vacuum. Methanol (100 mL) was added before compo... Starting materials: COC(=O)C1OC2=CC=CC=C2CC1 (2-methoxycarbonylchroman), [H-].[Al+3].[Li+].[H-].[H-].[H-] (lithium aluminum hydride), [OH-].[Na+] (sodium hydroxide), O (water), O (water). The solvent is O1CCCC1 (tetrahydrofuran), C(C)OCC (diethyl ether). Product: OCC1OC2=CC=CC=C2CC1 (2-hydroxymethylchroman). Isolated yield 99.4%. RXN SMILES: C[O:2][C:3]([CH:5]1[CH2:14][CH2:13][C:12]2[C:7](=[CH:8][CH:9]=[CH:10][CH:11]=2)[O:6]1)=O.[H-].[Al+3].[Li+].[H-].[H-].[H-].O.[OH-].[Na+]>O1CCCC1.C(OCC)C>[OH:2][CH2:3][CH:5]1[CH2:14][CH2:13][C:12]2[C:7](=[CH:8][CH:9]=[CH:10][CH:11]=2)[O:6]1 |f:1.2.3.4.5.6,8.9|. Reported procedure: At room temperature and while stirring, a solution of 36.4 g (0.19 mol) of 2-methoxycarbonylchroman in 400 ml of absolute tetrahydrofuran is added dropwise within a period of 1 hour to a suspension of 7.2 g (0.19 mol) of lithium aluminum hydride in 400 ml of absolute diethyl ether. After continuing to stir for a further 16 hours at room temperature, the reaction mixture is carefully decomposed with 7.2 ml of water, 7.2 ml of sodium hydroxide solution (15% strength) and 21.6 ml of water. The prec... Reactants: ClC1=C(OCCCOC2=CC=C3CCC(OC3=C2)C(=O)OCC)C=CC(=C1)OCC(F)(F)F (Ethyl 7-(3-(2-chloro-4-(2,2,2-trifluoroethoxy)phenoxy)propoxy)-chromane-2-carboxylate), IC (iodomethane). Yields the product ClC1=C(OCCCOC2=CC=C3CCC(OC3=C2)(C(=O)O)C)C=CC(=C1)OCC(F)(F)F (7-(3-(2-Chloro-4-(2,2,2-trifluoroethoxy)phenoxy)propoxy)-2-methylchromane-2-carboxylic acid). Reaction SMILES: [Cl:1][C:2]1[CH:27]=[C:26]([O:28][CH2:29][C:30]([F:33])([F:32])[F:31])[CH:25]=[CH:24][C:3]=1[O:4][CH2:5][CH2:6][CH2:7][O:8][C:9]1[CH:18]=[C:17]2[C:12]([CH2:13][CH2:14][CH:15]([C:19]([O:21]CC)=[O:20])[O:16]2)=[CH:11][CH:10]=1.I[CH3:35]>>[Cl:1][C:2]1[CH:27]=[C:26]([O:28][CH2:29][C:30]([F:31])([F:33])[F:32])[CH:25]=[CH:24][C:3]=1[O:4][CH2:5][CH2:6][CH2:7][O:8][C:9]1[CH:18]=[C:17]2[C:12]([CH2:13][CH2:14][C:15]([CH3:35])([C:19]([OH:21])=[O:20])[O:16]2)=[CH:11][CH:10]=1. Reported procedure: The title compound was prepared from ethyl 7-(3-(2-chloro-4-(2,2,2-trifluoroethoxy)phenoxy)propoxy)-chromane-2-carboxylate (Example 5, Step D) following the procedure described in Example 1, Step C employing iodomethane instead of iodoethane followed by hydrolysis as described in Example 5, Step E.